describe an organic reaction: reactants, conditions, products, and yield From a dataset of the Open Reaction Database (ORD), a public repository of structured organic reaction records. Reactants: COc1ccc(N(CCC(=O)O)C(=O)c2ccc(Cl)cc2)cc1, CCOC(=O)CN. The product is CCOC(=O)CNC(=O)CCN(C(=O)c1ccc(Cl)cc1)c1ccc(OC)cc1. Reaction SMILES: [Cl:1][c:2]1[cH:3][cH:4][c:5]([C:6](=[O:7])[N:8]([c:9]2[cH:10][cH:11][c:12]([O:13][CH3:14])[cH:15][cH:16]2)[CH2:17][CH2:18][C:19](=[O:20])[OH:21])[cH:22][cH:23]1.[NH2:24][CH2:25][C:26](=[O:27])[O:28][CH2:29][CH3:30]>>[Cl:1][c:2]1[cH:3][cH:4][c:5]([C:6](=[O:7])[N:8]([c:9]2[cH:10][cH:11][c:12]([O:13][CH3:14])[cH:15][cH:16]2)[CH2:17][CH2:18][C:19](=[O:21])[NH:24][CH2:25][C:26](=[O:27])[O:28][CH2:29][CH3:30])[cH:22][cH:23]1. The reactants are Example 465-step 3, NC=1C=C(C(=O)OC)C=CC1Cl (methyl 3-amino-4-chlorobenzoate), OC1=CC(OC(=C1)C)=O (4-hydroxy-6-methyl pyranone). Product: 12.32, ClC1=C(C=C(C(=O)OC)C=C1)N1C(C=C(C=C1C)O)=O (methyl 4-chloro-3-(4-hydroxy-6-methyl-2-oxopyridin-1(2H)-yl)benzoate). Yield: 53.8%. Reaction SMILES: [NH2:1][C:2]1[CH:3]=[C:4]([CH:9]=[CH:10][C:11]=1[Cl:12])[C:5]([O:7][CH3:8])=[O:6].[OH:13][C:14]1[CH:19]=[C:18]([CH3:20])[O:17][C:16](=O)[CH:15]=1>>[Cl:12][C:11]1[CH:10]=[CH:9][C:4]([C:5]([O:7][CH3:8])=[O:6])=[CH:3][C:2]=1[N:1]1[C:18]([CH3:20])=[CH:19][C:14]([OH:13])=[CH:15][C:16]1=[O:17]. Procedure: A condensation reaction with methyl 3-amino-4-chlorobenzoate (14.5 g, 78.2 mmol) and 4-hydroxy-6-methyl pyranone under reaction condition similar to the one described in Example 465—step 3 gave 12.32 (53.8%) of desired product. Step 3—Preparation of methyl-4-chloro-3-[4-[(2,4-difluorobenzyl)oxy]-6-methyl-2-oxopyridin-1(2H)-yl]benzoate. Reactants: [Br-], CC(=O)c1ccc(S(=O)(=O)Nc2cc(Br)cnc2Cl)cc1, C1CCOC1, C[Mg+]. Product: CC(C)(O)c1ccc(S(=O)(=O)Nc2cc(Br)cnc2Cl)cc1. As a reaction SMILES: [Br-:22].[C:1]([CH3:2])(=[O:3])[c:4]1[cH:5][cH:6][c:7]([S:10](=[O:11])(=[O:12])[NH:13][c:14]2[c:15]([Cl:21])[n:16][cH:17][c:18]([Br:20])[cH:19]2)[cH:8][cH:9]1.[CH2:25]1[O:26][CH2:27][CH2:28][CH2:29]1.[CH3:23][Mg+:24]>>[C:1]([CH3:2])([OH:3])([c:4]1[cH:5][cH:6][c:7]([S:10](=[O:11])(=[O:12])[NH:13][c:14]2[c:15]([Cl:21])[n:16][cH:17][c:18]([Br:20])[cH:19]2)[cH:8][cH:9]1)[CH3:23]. Starting materials: O=C([O-])[O-], COc1ccc(CNc2ccc(C#N)cc2N)c(OC)c1, CC#N, N#CSc1nc(Cl)ncc1[N+](=O)[O-], [K+], [K+]. The product is COc1ccc(CNc2ccc(C#N)cc2Nc2ncc([N+](=O)[O-])c(SC#N)n2)c(OC)c1. Reaction SMILES: [C:22](=[O:23])([O-:24])[O-:25].[CH3:1][O:2][c:3]1[c:4]([CH2:5][NH:6][c:7]2[c:8]([NH2:15])[cH:9][c:10]([C:11]#[N:12])[cH:13][cH:14]2)[cH:16][cH:17][c:18]([O:20][CH3:21])[cH:19]1.[CH3:41][C:42]#[N:43].[Cl:28][c:29]1[n:30][cH:31][c:32]([N+:38](=[O:39])[O-:40])[c:33]([S:35][C:36]#[N:37])[n:34]1.[K+:26].[K+:27]>>[CH3:1][O:2][c:3]1[c:4]([CH2:5][NH:6][c:7]2[c:8]([NH:15][c:29]3[n:30][cH:31][c:32]([N+:38](=[O:39])[O-:40])[c:33]([S:35][C:36]#[N:37])[n:34]3)[cH:9][c:10]([C:11]#[N:12])[cH:13][cH:14]2)[cH:16][cH:17][c:18]([O:20][CH3:21])[cH:19]1. Reactants: ClC=1C(=CC=2C3C(N(C2C1)CC(C)(C1=CC=NC=C1)O)CCN(C3)C)Cl (7,8-Dichloro-5-(2-hydroxy-2-(pyridin-4-yl)propyl)-2-methyl-2,3,4,4a,5,9b-hexahydro-1H-pyrido[4,3-b]indole), [OH-].[K+] (KOH). The solvent is S(=O)(Cl)Cl (thionylchloride), O (water). Conditions: time 5 minute. Yields the product ClC=1C(=CC=2C3=C(N(C2C1)\C=C(\C)/C1=CC=NC=C1)CCN(C3)C)Cl ((Z)-7,8-dichloro-2-methyl-5-(2-(pyridin-4-yl)prop-1-enyl)-2,3,4,5-tetrahydro-1H-pyrido[4,3-b]indole). Reaction SMILES: [Cl:1][C:2]1[C:3]([Cl:26])=[CH:4][C:5]2[CH:6]3[CH2:24][N:23]([CH3:25])[CH2:22][CH2:21][CH:7]3[N:8]([CH2:11][C:12](O)([C:14]3[CH:19]=[CH:18][N:17]=[CH:16][CH:15]=3)[CH3:13])[C:9]=2[CH:10]=1.[OH-].[K+]>S(Cl)(Cl)=O.O>[Cl:1][C:2]1[C:3]([Cl:26])=[CH:4][C:5]2[C:6]3[CH2:24][N:23]([CH3:25])[CH2:22][CH2:21][C:7]=3[N:8](/[CH:11]=[C:12](\[C:14]3[CH:15]=[CH:16][N:17]=[CH:18][CH:19]=3)/[CH3:13])[C:9]=2[CH:10]=1 |f:1.2|. Procedure details: 7,8-Dichloro-5-(2-hydroxy-2-(pyridin-4-yl)propyl)-2-methyl-2,3,4,4a,5,9b-hexahydro-1H-pyrido[4,3-b]indole (500 mg, 1.2 mmol) in thionylchloride (5 mL) was stirred at RT for 5 h. The reaction mixture was concentrated under reduced pressure. The residue was dissolved in N-methyl-2-pyrrolidone (5 mL) and the solution was stirred for 5 min. at RT. Powdered KOH (482 mg, 8.5 mmol) was added and the reaction mixture was heated at 100° C. for 1 h. The progress of reaction was monitored by TLC and NMR. T... Product: CN(C)CCOc1ccc(C(=O)C(CCOCc2ccccc2)c2ccc(Cl)cc2)cc1. Reactants: [Br-], BrCCOCc1ccccc1, CCCC[N+](CCCC)(CCCC)CCCC, Cc1ccccc1, CN(C)CCOc1ccc(C(=O)Cc2ccc(Cl)cc2)cc1, [Na+], [OH-]. RXN SMILES: [Br-:36].[Br:25][CH2:26][CH2:27][O:28][CH2:29][c:30]1[cH:31][cH:32][cH:33][cH:34][cH:35]1.[CH3:37][CH2:38][CH2:39][CH2:40][N+:41]([CH2:42][CH2:43][CH2:44][CH3:45])([CH2:46][CH2:47][CH2:48][CH3:49])[CH2:50][CH2:51][CH2:52][CH3:53].[CH3:54][c:55]1[cH:56][cH:57][cH:58][cH:59][cH:60]1.[Cl:1][c:2]1[cH:3][cH:4][c:5]([CH2:8][C:9](=[O:10])[c:11]2[cH:12][cH:13][c:14]([O:17][CH2:18][CH2:19][N:20]([CH3:21])[CH3:22])[cH:15][cH:16]2)[cH:6][cH:7]1.[Na+:24].[OH-:23]>>[Cl:1][c:2]1[cH:3][cH:4][c:5]([CH:8]([C:9](=[O:10])[c:11]2[cH:12][cH:13][c:14]([O:17][CH2:18][CH2:19][N:20]([CH3:21])[CH3:22])[cH:15][cH:16]2)[CH2:26][CH2:27][O:28][CH2:29][c:30]2[cH:31][cH:32][cH:33][cH:34][cH:35]2)[cH:6][cH:7]1.